Dataset: the Open Reaction Database (ORD), a public repository of structured organic reaction records. Task: describe an organic reaction: reactants, conditions, products, and yield Starting materials: BrCC1CC1 (Bromomethylcyclopropane), Cl.C(C)N (Ethylamine hydrochloride), C([O-])([O-])=O.[K+].[K+] (potassium carbonate), BrC1=CC=C(C(C=O)=C1)O (5-bromosalicylaldehyde), [BH4-].[Na+] (Sodium borohydride), Cl (Hydrochloric acid). The solvent is CN1CCCC1=O (NMP), CO (methanol), CN1C(CCC1)=O (1-Methyl-2-pyrrolidinone), CN1CCCC1=O (NMP). Run at temperature 70 celsius, time 10 minute. Yields the product C(C)NCC1=C(C=CC(=C1)Br)OCC1CC1 (N-Ethyl-5-bromo-2-(cyclopropylmethoxy)benzylamine). As a reaction SMILES: C(=O)([O-])[O-].[K+].[K+].[Br:7][C:8]1[CH:15]=[C:12]([CH:13]=O)[C:11]([OH:16])=[CH:10][CH:9]=1.Br[CH2:18][CH:19]1[CH2:21][CH2:20]1.Cl.[CH2:23]([NH2:25])[CH3:24].[BH4-].[Na+].Cl>CN1C(=O)CCC1.CO>[CH2:23]([NH:25][CH2:13][C:12]1[CH:15]=[C:8]([Br:7])[CH:9]=[CH:10][C:11]=1[O:16][CH2:18][CH:19]1[CH2:21][CH2:20]1)[CH3:24] |f:0.1.2,5.6,7.8|. Procedure: 1-Methyl-2-pyrrolidinone (90 ml) (NMP) was added to anhydrous potassium carbonate (27.6 g, 0.2 mol) under argon. To the stirred mixture was added in portions 5-bromosalicylaldehyde (20.1 ml, 0.1 mol) and the mixture stirred for 10 minutes. Bromomethylcyclopropane (14.4 ml, 0.1 5mol) was dissolved in NMP (10 ml) and added dropwise over 15 minutes below 30 ° C. The reaction temperature was increased to 35-40 ° C. for 3 hours, 70 ° C. for 1 hour and then cooled to 35 ° C. Ethylamine hydrochloride (... The reactants are COC(=O)c1cc(-n2cnnn2)ccc1SC, CO, Cl, [Na+], [OH-]. Product: CSc1ccc(-n2cnnn2)cc1C(=O)O. Reaction SMILES: [CH3:1][S:2][c:3]1[c:4]([C:5](=[O:6])[O:7][CH3:8])[cH:9][c:10](-[n:13]2[n:14][n:15][n:16][cH:17]2)[cH:11][cH:12]1.[CH3:21][OH:22].[ClH:20].[Na+:19].[OH-:18]>>[CH3:1][S:2][c:3]1[c:4]([C:5](=[O:6])[OH:7])[cH:9][c:10](-[n:13]2[n:14][n:15][n:16][cH:17]2)[cH:11][cH:12]1. Starting materials: ClC1=C(C=C(C=C1)C1=NC=2N(C(=C1)C(F)(F)F)N=CC2C(=O)O)C (5-(4-chloro-3-methyl-phenyl)-7-trifluoromethyl-pyrazolo[1,5-a]pyrimidine-3-carboxylic acid), NC1=NC=C(C=N1)C(=N)NO (2-amino-N-hydroxy-pyrimidine-5-carboxamidine). Product: ClC1=C(C=C(C=C1)C1=NC=2N(C(=C1)C(F)(F)F)N=CC2C2=NC(=NO2)C=2C=NC(=NC2)N)C (5-{5-[5-(4-Chloro-3-methyl-phenyl)-7-trifluoromethyl-pyrazolo[1,5-a]pyrimidin-3-yl]-[1,2,4]oxadiazol-3-yl}-pyrimidin-2-ylamine). RXN SMILES: [Cl:1][C:2]1[CH:7]=[CH:6][C:5]([C:8]2[CH:13]=[C:12]([C:14]([F:17])([F:16])[F:15])[N:11]3[N:18]=[CH:19][C:20]([C:21](O)=[O:22])=[C:10]3[N:9]=2)=[CH:4][C:3]=1[CH3:24].[NH2:25][C:26]1[N:31]=[CH:30][C:29]([C:32]([NH:34]O)=[NH:33])=[CH:28][N:27]=1>>[Cl:1][C:2]1[CH:7]=[CH:6][C:5]([C:8]2[CH:13]=[C:12]([C:14]([F:17])([F:15])[F:16])[N:11]3[N:18]=[CH:19][C:20]([C:21]4[O:22][N:34]=[C:32]([C:29]5[CH:28]=[N:27][C:26]([NH2:25])=[N:31][CH:30]=5)[N:33]=4)=[C:10]3[N:9]=2)=[CH:4][C:3]=1[CH3:24]. Reported procedure: The title compound was prepared from 5-(4-chloro-3-methyl-phenyl)-7-trifluoromethyl-pyrazolo[1,5-a]pyrimidine-3-carboxylic acid (example C.6) (178 mg, 0.5 mmol) and 2-amino-N-hydroxy-pyrimidine-5-carboxamidine (example B.5) (115 mg, 0.75 mmol) according to general procedure II. Obtained after flash chromatography on silica gel (ethyl acetate/heptane) and further purification by crystallization (dichloromethane/hexane) as a yellow solid (54 mg, 23%). MS (EI) 472.1 [(M)+]; mp 272° C. Reactants: Cc1oc(-c2ccco2)nc1COc1ccc(CO)cc1Cl, O=S(Cl)Cl. Product: Cc1oc(-c2ccco2)nc1COc1ccc(CCl)cc1Cl. Reaction SMILES: [Cl:1][c:2]1[cH:3][c:4]([CH2:21][OH:22])[cH:5][cH:6][c:7]1[O:8][CH2:9][c:10]1[n:11][c:12](-[c:16]2[o:17][cH:18][cH:19][cH:20]2)[o:13][c:14]1[CH3:15].[S:23]([Cl:24])([Cl:25])=[O:26]>>[Cl:1][c:2]1[cH:3][c:4]([CH2:21][Cl:25])[cH:5][cH:6][c:7]1[O:8][CH2:9][c:10]1[n:11][c:12](-[c:16]2[o:17][cH:18][cH:19][cH:20]2)[o:13][c:14]1[CH3:15]. The reactants are FC(C1=CC=C(C=C1)C(C)=O)(F)F (4′-(trifluoromethyl)acetophenone), COC(C)(OC)N(C)C (N-(1,1-dimethoxyethyl)-N,N-dimethylamine). Run in C(C)OCC (diethyl ether). Conditions: temperature 112 celsius. Yields the product CN(C(=CC(=O)C1=CC=C(C=C1)C(F)(F)F)C)C (3-(dimethylamino)-1-[4-(trifluoromethyl)phenyl]but-2-en-1-one). RXN SMILES: [F:1][C:2]([F:13])([F:12])[C:3]1[CH:8]=[CH:7][C:6]([C:9](=[O:11])[CH3:10])=[CH:5][CH:4]=1.CO[C:16]([N:20]([CH3:22])[CH3:21])(OC)[CH3:17]>C(OCC)C>[CH3:21][N:20]([CH3:22])[C:16]([CH3:17])=[CH:10][C:9]([C:6]1[CH:5]=[CH:4][C:3]([C:2]([F:12])([F:13])[F:1])=[CH:8][CH:7]=1)=[O:11]. Reported procedure: A mixture of 4′-(trifluoromethyl)acetophenone (9.8 g) and N-(1,1-dimethoxyethyl)-N,N-dimethylamine (8.2 g) was heated at 112° C. overnight, under nitrogen. The reaction mixture was cooled and concentrated giving an orange solid. Trituration with diethyl ether gave the title compound as a yellow solid Reactants: [Al+3], C1CCOC1, CCOC(C)=O, [H-], [H-], [H-], [H-], [Li+], Nc1cccc2c1CC(O)C(=O)N2, O. The product is Nc1cccc2c1CC(O)CN2. RXN SMILES: [Al+3:15].[CH2:27]1[O:28][CH2:29][CH2:30][CH2:31]1.[CH3:20][CH2:21][O:22][C:23](=[O:24])[CH3:25].[H-:14].[H-:17].[H-:18].[H-:19].[Li+:16].[NH2:1][c:2]1[c:3]2[c:8]([cH:9][cH:10][cH:11]1)[NH:7][C:6](=[O:12])[CH:5]([OH:13])[CH2:4]2.[OH2:26]>>[NH2:1][c:2]1[c:3]2[c:8]([cH:9][cH:10][cH:11]1)[NH:7][CH2:6][CH:5]([OH:13])[CH2:4]2.